This data is from the Open Reaction Database (ORD), a public repository of structured organic reaction records. The task is: describe an organic reaction: reactants, conditions, products, and yield The reactants are [BH3-]OC(C)=O, CO, ClCCl, NC1CCN(CCn2c(=O)nnc3ccc(Cl)cc32)CC1, [Na+], O=Cc1ccc2c(n1)NC(=O)CO2. Yields the product O=C1COc2ccc(CNC3CCN(CCn4c(=O)nnc5ccc(Cl)cc54)CC3)nc2N1. RXN SMILES: [C:35]([O:36][BH3-:37])(=[O:38])[CH3:39].[CH3:41][OH:42].[Cl:43][CH2:44][Cl:45].[NH2:1][CH:2]1[CH2:3][CH2:4][N:5]([CH2:8][CH2:9][n:10]2[c:11](=[O:21])[n:12][n:13][c:14]3[c:15]2[cH:16][c:17]([Cl:20])[cH:18][cH:19]3)[CH2:6][CH2:7]1.[Na+:40].[O:22]=[C:23]1[NH:24][c:25]2[c:26]([cH:29][cH:30][c:31]([CH:33]=[O:34])[n:32]2)[O:27][CH2:28]1>>[NH:1]([CH:2]1[CH2:3][CH2:4][N:5]([CH2:8][CH2:9][n:10]2[c:11](=[O:21])[n:12][n:13][c:14]3[c:15]2[cH:16][c:17]([Cl:20])[cH:18][cH:19]3)[CH2:6][CH2:7]1)[CH2:33][c:31]1[cH:30][cH:29][c:26]2[c:25]([n:32]1)[NH:24][C:23](=[O:22])[CH2:28][O:27]2. The reactants are C([O-])([O-])=O.[K+].[K+] (Potassium carbonate), NC1=CC(=C(C(=C1)Br)O)Br (4-Amino-2,6-dibromo-phenol), IC (iodomethane). The solvent is CC(=O)C (acetone). Conditions: time 8 hour. Yields the product BrC=1C=C(N)C=C(C1OC)Br (3,5-Dibromo-4-methoxy-aniline). As a reaction SMILES: [NH2:1][C:2]1[CH:7]=[C:6]([Br:8])[C:5]([OH:9])=[C:4]([Br:10])[CH:3]=1.[C:11](=O)([O-])[O-].[K+].[K+].IC>CC(C)=O>[Br:8][C:6]1[CH:7]=[C:2]([CH:3]=[C:4]([Br:10])[C:5]=1[O:9][CH3:11])[NH2:1] |f:1.2.3|. Reported procedure: 4-Amino-2,6-dibromo-phenol (14.13 g, 52.9 mmol) was dissolved in acetone (425 mL) to give a dark brown solution. Potassium carbonate (21.95 g, 158.8 mmol) was added followed by iodomethane (3.46 mL, 55.6 mmol). The mixture was stirred at rt overnight. The acetone was removed under reduced pressure and the residue partitioned between EtOAc and water. Sodium metabisulphite and brine were added to aid separation of the layers. The mixture was extracted into EtOAc (4×150 mL). The combined organic la... Starting materials: CCO, CCOC(=O)c1c(C)cnnc1C, Cl, [Na+], [OH-], O. Product: Cc1cnnc(C)c1C(=O)O. RXN SMILES: [CH3:17][CH2:18][OH:19].[CH3:1][c:2]1[n:3][n:4][cH:5][c:6]([CH3:13])[c:7]1[C:8](=[O:9])[O:10][CH2:11][CH3:12].[ClH:16].[Na+:15].[OH-:14].[OH2:20]>>[CH3:1][c:2]1[n:3][n:4][cH:5][c:6]([CH3:13])[c:7]1[C:8](=[O:9])[OH:10]. The reactants are BrC(C(=O)OCC1=CC=CO1)C (furfuryl 2 bromopropionate), O1C(=CC=C1)CS (furylmethanethiol). The product is BrC(C(OCC1=CC=CO1)=S)C (furfuryl 2-bromopropanethioate). Reaction SMILES: [Br:1][CH:2]([CH3:12])[C:3]([O:5][CH2:6][C:7]1[O:11][CH:10]=[CH:9][CH:8]=1)=O.O1C=CC=C1C[SH:19]>>[Br:1][CH:2]([CH3:12])[C:3](=[S:19])[O:5][CH2:6][C:7]1[O:11][CH:10]=[CH:9][CH:8]=1. Reported procedure: The synthetic procedure is similar to the reaction protocol for furfuryl 2 bromopropionate except that 2 furylmethanethiol (5.94 g, 0.052 mol) is used in place of 2-furylmethanol. The reactants are CC1(C2CCC1(CC2)CC(C)=O)C (7,7-dimethyl-1-(2-oxo-n-propyl) norbornane), C(C)(=O)O (acetic acid), CN (methylamine). Run in C(C)O (ethanol). Reaction SMILES: [CH3:1][C:2]1([CH3:13])[C:6]2([CH2:9][C:10](=O)[CH3:11])[CH2:7][CH2:8][CH:3]1[CH2:4][CH2:5]2.C(O)(=O)C.[CH3:18][NH2:19]>[Pt]=O.C(O)C>[CH3:18][NH:19][CH:10]([CH3:11])[CH2:9][C:6]12[C:2]([CH3:13])([CH3:1])[CH:3]([CH2:8][CH2:7]1)[CH2:4][CH2:5]2. Conditions: time 4 hour. Reported procedure: A mixture of 7,7-dimethyl-1-(2-oxo-n-propyl) norbornane (4.69 g), glacial acetic acid (10 ml), methylamine (10g) and ethanol (100 ml) was heated under reflux for 1 hour, cooled to room temperature and hydrogenated for 4 hours at 4 atmospheres using platinum oxide (0.25 g) as catalyst. The catalyst was removed by filtration and the filtrate evaporated to low volume before extracting with ether. The aqueous phase was basified with 2N-sodium hydroxide solution and the liberated base extracted into ... Yields the product CNC(CC12CCC(CC1)C2(C)C)C (1-(2-Methylamino-n-propyl)-7,7-dimethylnorbornane). Reagents/catalysts: [Pt]=O (platinum oxide). Reactants: Cc1ccccc1, Fc1ccccc1C1CO1, [Na+], [OH-], O=Cc1ccc(O)cc1. Product: O=Cc1ccc(OCC(O)c2ccccc2F)cc1. RXN SMILES: [CH3:22][c:23]1[cH:24][cH:25][cH:26][cH:27][cH:28]1.[F:1][c:2]1[c:3]([CH:8]2[O:9][CH2:10]2)[cH:4][cH:5][cH:6][cH:7]1.[Na+:21].[OH-:20].[OH:11][c:12]1[cH:13][cH:14][c:15]([CH:16]=[O:17])[cH:18][cH:19]1>>[F:1][c:2]1[c:3]([CH:8]([OH:9])[CH2:10][O:11][c:12]2[cH:13][cH:14][c:15]([CH:16]=[O:17])[cH:18][cH:19]2)[cH:4][cH:5][cH:6][cH:7]1. Starting materials: O[C@H](C)[C@@H]1[C@H]2CC(=C(N2C1=O)C(=O)OCC1=CC=C(C=C1)[N+](=O)[O-])C1=CC=C(C=C1)C(=O)NC (4-Nitrobenzyl (5R,6S)-6-[(1R)-1-hydroxyethyl]-3-{4-[(methylamino)carbonyl]phenyl}-7-oxo-1-azabicyclo[3.2.0]hept-2-ene-2-carboxylate), O (water), C(O)([O-])=O.[Na+] (sodium hydrogen carbonate). The reagents and catalysts are [Pd] (palladium on carbon). The solvent is C1CCOC1 (THF). Conditions: time 30 minute. The product is [Na+].O[C@H](C)[C@@H]1[C@H]2CC(=C(N2C1=O)C(=O)[O-])C1=CC=C(C=C1)C(=O)NC ((5R,6S)-6-[(1R)-1-hydroxyethyl]-3-{4-[(methylamino)carbonyl]-phenyl}-7-oxo-1-azabicyclo[3.2.0]hept-2-ene-2-carboxylic acid sodium salt). RXN SMILES: [OH:1][C@@H:2]([C@H:4]1[C:10](=[O:11])[N:9]2[C@@H:5]1[CH2:6][C:7]([C:25]1[CH:30]=[CH:29][C:28]([C:31]([NH:33][CH3:34])=[O:32])=[CH:27][CH:26]=1)=[C:8]2[C:12]([O:14]CC1C=CC([N+]([O-])=O)=CC=1)=[O:13])[CH3:3].O.C(=O)([O-])O.[Na+:40]>C1COCC1.[Pd]>[Na+:40].[OH:1][C@@H:2]([C@H:4]1[C:10](=[O:11])[N:9]2[C@@H:5]1[CH2:6][C:7]([C:25]1[CH:26]=[CH:27][C:28]([C:31]([NH:33][CH3:34])=[O:32])=[CH:29][CH:30]=1)=[C:8]2[C:12]([O-:14])=[O:13])[CH3:3] |f:2.3,6.7|. Reported procedure: 4-Nitrobenzyl (5R,6S)-6-[(1R)-1-hydroxyethyl]-3-{4-[(methylamino)carbonyl]phenyl}-7-oxo-1-azabicyclo[3.2.0]hept-2-ene-2-carboxylate (60 mg) obained in the above Step b) was dissolved in THF (6 ml) and ion-exchange water (4.7 ml), and thereto was added 0.1 N aqueous sodium hydrogen carbonate solution (1.3 ml). To the mixture was added 10% palladium on carbon (120 mg), and the mixture was subjected to hydrogenolysis for 30 minutes under atmospheric pressure at room temperature. The catalyst was re...